This data is from the Open Reaction Database (ORD), a public repository of structured organic reaction records. The task is: describe an organic reaction: reactants, conditions, products, and yield The reactants are CC=1N=CSC1[Si](C)(C)C (4-Methyl-5-trimethylsilylthiazole), ClC1=CC=C(C=O)C=C1 (4-chlorobenzaldehyde), [F-].[Cs+] (caesium fluoride). Solvent: O1CCCC1 (tetrahydrofuran). Yields the product ClC1=CC=C(C=C1)C(O)C1=C(N=CS1)C (1-(4-Chlorophenyl)-1-(4-methyl-5-thiazolyl)methanol). RXN SMILES: [CH3:1][C:2]1[N:3]=[CH:4][S:5][C:6]=1[Si](C)(C)C.[Cl:11][C:12]1[CH:19]=[CH:18][C:15]([CH:16]=[O:17])=[CH:14][CH:13]=1.[F-].[Cs+]>O1CCCC1>[Cl:11][C:12]1[CH:19]=[CH:18][C:15]([CH:16]([C:6]2[S:5][CH:4]=[N:3][C:2]=2[CH3:1])[OH:17])=[CH:14][CH:13]=1 |f:2.3|. Reported procedure: 4-Methyl-5-trimethylsilylthiazole (3 g), 4-chlorobenzaldehyde (4.9 g) and caesium fluoride (2.7 g) in dry tetrahydrofuran (150 ml) were heated under reflux for 30 hours. The mixture was cooled, evaporated to dryness and the residue thus obtained was purified by flash chromatography to afford the title compound. M.p. 133.5°-134.5° C. Starting materials: C(C1=CC=CC=C1)OC(=O)N1CCC(CC1)COC1=CC=C2CCN(CC2=C1)C(=O)OC(C)(C)C (4-(2-tert-Butoxycarbonyl-1,2,3,4-tetrahydroisoquinolin-7-yloxymethyl)-piperidine-1-carboxylic acid benzyl ester). The reagents and catalysts are [C].[Pd] (palladium carbon). Solvent: O1CCCC1 (tetrahydrofuran), CO (methanol). Yields the product C(C)(C)(C)OC(=O)N1CC2=CC(=CC=C2CC1)OCC1CCNCC1 (7-(Piperidin-4-ylmethoxy)-1,2,3,4-tetrahydroisoquinoline-2-carboxylic Acid tert-Butyl Ester). The yield is 87.0%. As a reaction SMILES: C(OC([N:11]1[CH2:16][CH2:15][CH:14]([CH2:17][O:18][C:19]2[CH:28]=[C:27]3[C:22]([CH2:23][CH2:24][N:25]([C:29]([O:31][C:32]([CH3:35])([CH3:34])[CH3:33])=[O:30])[CH2:26]3)=[CH:21][CH:20]=2)[CH2:13][CH2:12]1)=O)C1C=CC=CC=1>O1CCCC1.CO.[C].[Pd]>[C:32]([O:31][C:29]([N:25]1[CH2:24][CH2:23][C:22]2[C:27](=[CH:28][C:19]([O:18][CH2:17][CH:14]3[CH2:13][CH2:12][NH:11][CH2:16][CH2:15]3)=[CH:20][CH:21]=2)[CH2:26]1)=[O:30])([CH3:35])([CH3:33])[CH3:34] |f:3.4|. Reported procedure: 4-(2-tert-Butoxycarbonyl-1,2,3,4-tetrahydroisoquinolin-7-yloxymethyl)-piperidine-1-carboxylic acid benzyl ester (1.3 g) was hydrogenated using 7.5% palladium carbon (300 mg) in a mixture of tetrahydrofuran (10 ml) and methanol (20 ml) at 3 atm over 3 hours. After completion of the reaction, the reaction mixture was filtered through celite and the solvent was evaporated. The residue was dried under reduced pressure to give the title compound (815 mg). The reactants are CC1=C(C(=CC2=C1COC(N2)=O)C)O (5,7-dimethyl-6-hydroxy-4H-3,1-benzoxazin-2-one), CC1=CC=C(C=C1)SCCCCCl (4-(4-methyl-phenylmercapto)-butylchloride). Yields the product CC1=C(C(=CC2=C1COC(N2)=O)C)OCCCCSC2=CC=C(C=C2)C (5,7-Dimethyl-6-[4-(4-methyl-phenylmercapto)-butoxy]-4H-3,1-benzoxazin-2-one). Reaction SMILES: [CH3:1][C:2]1[C:7]2[CH2:8][O:9][C:10](=[O:12])[NH:11][C:6]=2[CH:5]=[C:4]([CH3:13])[C:3]=1[OH:14].[CH3:15][C:16]1[CH:21]=[CH:20][C:19]([S:22][CH2:23][CH2:24][CH2:25][CH2:26]Cl)=[CH:18][CH:17]=1>>[CH3:1][C:2]1[C:7]2[CH2:8][O:9][C:10](=[O:12])[NH:11][C:6]=2[CH:5]=[C:4]([CH3:13])[C:3]=1[O:14][CH2:26][CH2:25][CH2:24][CH2:23][S:22][C:19]1[CH:18]=[CH:17][C:16]([CH3:15])=[CH:21][CH:20]=1. Reported procedure: Prepared analogously to Example 4 from 5,7-dimethyl-6-hydroxy-4H-3,1-benzoxazin-2-one and 4-(4-methyl-phenylmercapto)-butylchloride. Starting materials: C1CCNCC1, [C-]#[N+]CC(=O)OC. Product: [C-]#[N+]CC(=O)N1CCCCC1. RXN SMILES: [CH2:8]1[CH2:9][CH2:10][NH:11][CH2:12][CH2:13]1.[N+:1](#[C-:2])[CH2:3][C:4]([O:6][CH3:5])=[O:7]>>[N+:1](#[C-:2])[CH2:3][C:4](=[O:6])[N:11]1[CH2:10][CH2:9][CH2:8][CH2:13][CH2:12]1. Reactants: CCCc1nc(C)n(Cc2ccccc2C(=O)OC)c(=O)c1Cc1ccc(-c2ccccc2-c2noc(=O)[nH]2)cc1, CO, Cl, [Na+], [OH-], O. The product is CCCc1nc(C)n(Cc2ccccc2C(=O)O)c(=O)c1Cc1ccc(-c2ccccc2-c2noc(=O)[nH]2)cc1. Reaction SMILES: [CH3:1][c:2]1[n:3]([CH2:31][c:32]2[c:33]([C:34](=[O:35])[O:36][CH3:37])[cH:38][cH:39][cH:40][cH:41]2)[c:4](=[O:30])[c:5]([CH2:11][c:12]2[cH:13][cH:14][c:15](-[c:18]3[c:19](-[c:24]4[n:25][o:26][c:27](=[O:29])[nH:28]4)[cH:20][cH:21][cH:22][cH:23]3)[cH:16][cH:17]2)[c:6]([CH2:8][CH2:9][CH3:10])[n:7]1.[CH3:44][OH:45].[ClH:46].[Na+:43].[OH-:42].[OH2:47]>>[CH3:1][c:2]1[n:3]([CH2:31][c:32]2[c:33]([C:34](=[O:35])[OH:36])[cH:38][cH:39][cH:40][cH:41]2)[c:4](=[O:30])[c:5]([CH2:11][c:12]2[cH:13][cH:14][c:15](-[c:18]3[c:19](-[c:24]4[n:25][o:26][c:27](=[O:29])[nH:28]4)[cH:20][cH:21][cH:22][cH:23]3)[cH:16][cH:17]2)[c:6]([CH2:8][CH2:9][CH3:10])[n:7]1. The reactants are C1(=CC=CC=C1)CCCN (3-phenylpropan-1-amine), C(CC)NC(=O)C1=CC=C(C=C1)NC(=O)N1CC2=CC=C(C=C2C1)C(=O)O (2-{[4-(propylcarbamoyl)phenyl]carbamoyl}isoindoline-5-carboxylic acid), C1N(CC2=CC=CC=C12)C(=O)NC1=CC=C(C(=O)O)C=C1 (4-(isoindoline-2-carboxamido)benzoic acid). Yields the product N1(CCOCC1)C(=O)C=1C=C2CN(CC2=CC1)C(=O)NC1=CC=C(C=C1)C(NCCC)=O (5-(morpholin-4-ylcarbonyl)-N-[4-(propylcarbamoyl)phenyl]-1,3-dihydro-2H-isoindole-2-carboxamide). RXN SMILES: C1(C[CH2:8][CH2:9][NH2:10])C=CC=CC=1.[CH2:11]([NH:14][C:15]([C:17]1[CH:22]=[CH:21][C:20]([NH:23][C:24]([N:26]2[CH2:34][C:33]3[C:28](=[CH:29][CH:30]=[C:31]([C:35](O)=[O:36])[CH:32]=3)[CH2:27]2)=[O:25])=[CH:19][CH:18]=1)=[O:16])[CH2:12][CH3:13].C1C2C(=CC=CC=2)CN1C(NC1C=C[C:53]([C:54](O)=[O:55])=CC=1)=O>>[N:10]1([C:35]([C:31]2[CH:32]=[C:33]3[C:28](=[CH:29][CH:30]=2)[CH2:27][N:26]([C:24]([NH:23][C:20]2[CH:19]=[CH:18][C:17]([C:15](=[O:16])[NH:14][CH2:11][CH2:12][CH3:13])=[CH:22][CH:21]=2)=[O:25])[CH2:34]3)=[O:36])[CH2:9][CH2:8][O:55][CH2:54][CH2:53]1. Procedure: The title compound was prepared as described in Example 1C, substituting morpholine for 3-phenylpropan-1-amine and 2-{[4-(propylcarbamoyl)phenyl]carbamoyl}isoindoline-5-carboxylic acid for 4-(isoindoline-2-carboxamido)benzoic acid. 1H NMR (300 MHz, DMSO-d6) δ ppm 8.61 (s, 1H), 8.26 (t, J=5.7 Hz, 1H), 7.80-7.73 (m, 2H), 7.69-7.62 (m, 2H), 7.47-7.41 (m, 2H), 7.35 (dd, J=7.7, 1.6 Hz, 1H), 4.82 (bs, 4H), 3.73-3.43 (m, 6H), 3.28-3.12 (m, 4H), 1.60-1.44 (m, 2H), 0.89 (t, J=7.4 Hz, 3H); MS (ESI(+)) m/e... Reactants: O=C([O-])O, CC(=O)[O-], CC(=O)[O-], CB(O)O, CO, ClCCl, [Cs+], [F-], Cn1nnc(N(Cc2cc(C(F)(F)F)cc(C(F)(F)F)c2)C2CCCNc3cc4c(cc32)CCCC4)n1, ClI, [Na+], O, [Pd+2]. Yields the product Cc1c2c(cc3c1NCCCC3N(Cc1cc(C(F)(F)F)cc(C(F)(F)F)c1)c1nnn(C)n1)CCCC2. RXN SMILES: [C:38](=[O:39])([OH:40])[O-:41].[C:55]([O-:56])(=[O:57])[CH3:58].[C:60]([O-:61])(=[O:62])[CH3:63].[CH3:47][B:48]([OH:49])[OH:50].[CH3:64][OH:65].[Cl:51][CH2:52][Cl:53].[Cs+:46].[F-:45].[F:1][C:2]([c:3]1[cH:4][c:5]([CH2:6][N:7]([CH:8]2[c:9]3[c:10]([cH:15][c:16]4[c:21]([cH:22]3)[CH2:20][CH2:19][CH2:18][CH2:17]4)[NH:11][CH2:12][CH2:13][CH2:14]2)[c:23]2[n:24][n:25][n:26]([CH3:28])[n:27]2)[cH:29][c:30]([C:32]([F:33])([F:34])[F:35])[cH:31]1)([F:36])[F:37].[I:43][Cl:44].[Na+:42].[OH2:54].[Pd+2:59]>>[F:1][C:2]([c:3]1[cH:4][c:5]([CH2:6][N:7]([CH:8]2[c:9]3[c:10]([c:15]([CH3:38])[c:16]4[c:21]([cH:22]3)[CH2:20][CH2:19][CH2:18][CH2:17]4)[NH:11][CH2:12][CH2:13][CH2:14]2)[c:23]2[n:24][n:25][n:26]([CH3:28])[n:27]2)[cH:29][c:30]([C:32]([F:33])([F:34])[F:35])[cH:31]1)([F:36])[F:37].